This data is from the Open Reaction Database (ORD), a public repository of structured organic reaction records. The task is: describe an organic reaction: reactants, conditions, products, and yield Procedure: The operation is carried out under the conditions described in Example 124 starting with 150 mg of activated 3-({1-[bis(4-chlorophenyl)methyl]azetidin-3-ylidene}methanesulfonylmethyl)benzoic acid on TFP resin (165 μM) and 0.0333 cm3 of 1-(dimethylamino)-2-propylamine. 49 mg of 3-({1-[bis(4-chlorophenyl)methyl]azetidin-3-ylidene}methanesulfonylmethyl)-N-(2-dimethylamino-1-methylethyl)benzamide are thus obtained in the form of a white powder [1H NMR spectrum (400 MHz, (CD3)2SO-d6, δ in ppm): 1.13 ... Starting materials: ClC1=CC=C(C=C1)C(N1CC(C1)=CS(=O)(=O)CC=1C=C(C(=O)O)C=CC1)C1=CC=C(C=C1)Cl (3-({1-[bis(4-chlorophenyl)methyl]azetidin-3-ylidene}methanesulfonylmethyl)benzoic acid), resin, CN(CC(C)N)C (1-(dimethylamino)-2-propylamine). Yields the product ClC1=CC=C(C=C1)C(N1CC(C1)=CS(=O)(=O)CC=1C=C(C(=O)NC(CN(C)C)C)C=CC1)C1=CC=C(C=C1)Cl (3-({1-[bis(4-chlorophenyl)methyl]azetidin-3-ylidene}methanesulfonylmethyl)-N-(2-dimethylamino-1-methylethyl)benzamide). As a reaction SMILES: [Cl:1][C:2]1[CH:7]=[CH:6][C:5]([CH:8]([C:27]2[CH:32]=[CH:31][C:30]([Cl:33])=[CH:29][CH:28]=2)[N:9]2[CH2:12][C:11](=[CH:13][S:14]([CH2:17][C:18]3[CH:19]=[C:20]([CH:24]=[CH:25][CH:26]=3)[C:21]([OH:23])=O)(=[O:16])=[O:15])[CH2:10]2)=[CH:4][CH:3]=1.[CH3:34][N:35]([CH3:40])[CH2:36][CH:37]([NH2:39])[CH3:38]>>[Cl:33][C:30]1[CH:29]=[CH:28][C:27]([CH:8]([C:5]2[CH:6]=[CH:7][C:2]([Cl:1])=[CH:3][CH:4]=2)[N:9]2[CH2:10][C:11](=[CH:13][S:14]([CH2:17][C:18]3[CH:19]=[C:20]([CH:24]=[CH:25][CH:26]=3)[C:21]([NH:39][CH:37]([CH3:38])[CH2:36][N:35]([CH3:40])[CH3:34])=[O:23])(=[O:15])=[O:16])[CH2:12]2)=[CH:32][CH:31]=1. Reported procedure: 29 mg of 3,5-difluorophenol, 79 mg of tripotassium phosphate, 4.7 mg of 2-(di-tert-butylphosphino)-2′, 4′, 6′-triisopropylbiphenyl and 6.8 mg of tris(dibenzylideneacetone)dipalladium(0) were added to 1.4 mL of toluene solution containing 70 mg of tert-butyl 2-(benzamido)-4-bromobenzoate at room temperature, and the resulting mixture was heated to reflux under nitrogen atmosphere for 3 hours. After the reaction mixture was cooled to room temperature, ethyl acetate and 10% citric acid aqueous solu... The reagents and catalysts are C=1C=CC(=CC1)/C=C/C(=O)/C=C/C2=CC=CC=C2.C=1C=CC(=CC1)/C=C/C(=O)/C=C/C2=CC=CC=C2.C=1C=CC(=CC1)/C=C/C(=O)/C=C/C2=CC=CC=C2.[Pd].[Pd] (tris(dibenzylideneacetone)dipalladium(0)), C(C)(C)(C)P(C1=C(C=CC=C1)C1=C(C=C(C=C1C(C)C)C(C)C)C(C)C)C(C)(C)C (2-(di-tert-butylphosphino)-2′, 4′, 6′-triisopropylbiphenyl). Solvent: C(C)(=O)OCC (ethyl acetate), C1(=CC=CC=C1)C (toluene). Reactants: C(CC(O)(C(=O)O)CC(=O)O)(=O)O (citric acid), C(C1=CC=CC=C1)(=O)NC1=C(C(=O)OC(C)(C)C)C=CC(=C1)Br (tert-butyl 2-(benzamido)-4-bromobenzoate), FC=1C=C(C=C(C1)F)O (3,5-difluorophenol), P(=O)([O-])([O-])[O-].[K+].[K+].[K+] (tripotassium phosphate). The yield is 89.7%. Yields the product C(C1=CC=CC=C1)(=O)NC1=C(C(=O)OC(C)(C)C)C=CC(=C1)OC1=CC(=CC(=C1)F)F (tert-butyl 2-(benzamido)-4-(3,5-difluorophenoxy)benzoate). Reaction SMILES: [F:1][C:2]1[CH:3]=[C:4]([OH:9])[CH:5]=[C:6]([F:8])[CH:7]=1.P([O-])([O-])([O-])=O.[K+].[K+].[K+].[C:18]([NH:26][C:27]1[CH:39]=[C:38](Br)[CH:37]=[CH:36][C:28]=1[C:29]([O:31][C:32]([CH3:35])([CH3:34])[CH3:33])=[O:30])(=[O:25])[C:19]1[CH:24]=[CH:23][CH:22]=[CH:21][CH:20]=1.C(O)(=O)CC(CC(O)=O)(C(O)=O)O>C1C=CC(/C=C/C(/C=C/C2C=CC=CC=2)=O)=CC=1.C1C=CC(/C=C/C(/C=C/C2C=CC=CC=2)=O)=CC=1.C1C=CC(/C=C/C(/C=C/C2C=CC=CC=2)=O)=CC=1.[Pd].[Pd].C(P(C(C)(C)C)C1C=CC=CC=1C1C(C(C)C)=CC(C(C)C)=CC=1C(C)C)(C)(C)C.C(OCC)(=O)C.C1(C)C=CC=CC=1>[C:18]([NH:26][C:27]1[CH:39]=[C:38]([O:9][C:4]2[CH:3]=[C:2]([F:1])[CH:7]=[C:6]([F:8])[CH:5]=2)[CH:37]=[CH:36][C:28]=1[C:29]([O:31][C:32]([CH3:34])([CH3:35])[CH3:33])=[O:30])(=[O:25])[C:19]1[CH:20]=[CH:21][CH:22]=[CH:23][CH:24]=1 |f:1.2.3.4,7.8.9.10.11|. Yield: 86.2%. Procedure details: 5.0 g of p-toluenesulfonyl chloride was added in small portions to a mixture of 5.0 g of 6-methylergolin-8β-ylmethanol and 50 ml of pyridine while stirring, and the resulting mixture was stirred for 3 hours. After completion of the reaction, 4 ml of water was added to the mixture which was then stirred for 30 minutes. The mixture was diluted with ice-water, rendered alkaline with potassium carbonate and allowed to stand. The precipitated crystals were separated by filtration, washed with water a... The solvent is ice water, O (water). RXN SMILES: [C:1]1([CH3:11])[CH:6]=[CH:5][C:4]([S:7](Cl)(=[O:9])=[O:8])=[CH:3][CH:2]=1.[CH3:12][N:13]1[C@H:27]2[C@@H:17]([C:18]3[CH:19]=[CH:20][CH:21]=[C:22]4[C:28]=3[C:25]([CH2:26]2)=[CH:24][NH:23]4)[CH2:16][C@@H:15]([CH2:29][OH:30])[CH2:14]1.N1C=CC=CC=1.C(=O)([O-])[O-].[K+].[K+]>O>[S:7]([C:4]1[CH:5]=[CH:6][C:1]([CH3:11])=[CH:2][CH:3]=1)([O:30][CH2:29][C@@H:15]1[CH2:16][C@H:17]2[C@@H:27]([CH2:26][C:25]3[C:28]4[C:22](=[CH:21][CH:20]=[CH:19][C:18]2=4)[NH:23][CH:24]=3)[N:13]([CH3:12])[CH2:14]1)(=[O:9])=[O:8] |f:3.4.5|. The product is S(=O)(=O)(OC[C@H]1CN([C@@H]2CC3=CNC4=CC=CC([C@H]2C1)=C34)C)C3=CC=C(C)C=C3 (6-Methylergolin-8β-ylmethyl tosylate). Reactants: C1(=CC=C(C=C1)S(=O)(=O)Cl)C (p-toluenesulfonyl chloride), CN1C[C@@H](C[C@@H]2C=3C=CC=C4NC=C(C[C@@H]12)C34)CO (6-methylergolin-8β-ylmethanol), N1=CC=CC=C1 (pyridine), C([O-])([O-])=O.[K+].[K+] (potassium carbonate). Reactants: BrC=1C=CC(=C(C#N)C1)F (5-bromo-2-fluorobenzonitrile), C1(=CC=CC=C1)C1=C(C=CC=C1)O (2-phenylphenol), C([O-])([O-])=O.[K+].[K+] (potassium carbonate). The solvent is CN(C)C=O (DMF). Run at temperature 70 celsius. Yields the product C1(=C(C=CC=C1)OC1=C(C#N)C=C(C=C1)Br)C1=CC=CC=C1 (2-(biphenyl-2-yloxy)-5-bromo-benzonitrile). Isolated yield 89.0%. Reaction SMILES: [Br:1][C:2]1[CH:3]=[CH:4][C:5](F)=[C:6]([CH:9]=1)[C:7]#[N:8].[C:11]1([C:17]2[CH:22]=[CH:21][CH:20]=[CH:19][C:18]=2[OH:23])[CH:16]=[CH:15][CH:14]=[CH:13][CH:12]=1.C(=O)([O-])[O-].[K+].[K+]>CN(C=O)C>[C:17]1([C:11]2[CH:12]=[CH:13][CH:14]=[CH:15][CH:16]=2)[CH:22]=[CH:21][CH:20]=[CH:19][C:18]=1[O:23][C:5]1[CH:4]=[CH:3][C:2]([Br:1])=[CH:9][C:6]=1[C:7]#[N:8] |f:2.3.4|. Procedure: A suspension of 5-bromo-2-fluorobenzonitrile (6.48 g, 32.4 mmol), 2-phenylphenol (5.79 g, 34 mmol) and potassium carbonate (4.92 g, 35.6 mmol) in DMF (50 ml) was heated at 70° C. for 3 hours. The reaction was cooled and quenched by the addition of water (200 ml) followed by extraction with tBuOMe. The organic layer was dried (MgSO4) and concentrated in vacuo. The residue was purified using silica gel column chromatography (ethyl acetate:Heptane 5:95 to 15:85) to furnish 10.1 g of the desired com... Starting materials: N#CCBr, O=C([O-])[O-], O=C([O-])O, CC(C)=O, [K+], [K+], [Na+], COC(=O)c1cccc(O)c1. Yields the product COC(=O)c1cccc(OCC#N)c1. Reaction SMILES: [Br:12][CH2:13][C:14]#[N:15].[C:16](=[O:17])([O-:18])[O-:19].[C:22](=[O:23])([O-:24])[OH:25].[CH3:27][C:28](=[O:29])[CH3:30].[K+:20].[K+:21].[Na+:26].[OH:1][c:2]1[cH:3][c:4]([C:5](=[O:6])[O:7][CH3:8])[cH:9][cH:10][cH:11]1>>[O:1]([c:2]1[cH:3][c:4]([C:5](=[O:6])[O:7][CH3:8])[cH:9][cH:10][cH:11]1)[CH2:13][C:14]#[N:15]. Starting materials: CC(Cc1ccccc1)C1CC=C2C3=C(CCC21C)C1(C)CCC(OC(=O)c2ccccc2)CC1CC3, CCOCC, CCCCCCC. Yields the product CC(Cc1ccccc1)C1CC=C2C3=C(CCC21C)C1(C)CCC(O)CC1CC3. Reaction SMILES: [C:1](=[O:2])([c:3]1[cH:4][cH:5][cH:6][cH:7][cH:8]1)[O:9][CH:10]1[CH2:11][CH:12]2[CH2:13][CH2:14][C:15]3=[C:32]([CH2:31][CH2:30][C:29]4([CH3:37])[C:16]3=[CH:17][CH2:18][CH:19]4[CH:20]([CH2:21][c:22]3[cH:23][cH:24][cH:25][cH:26][cH:27]3)[CH3:28])[C:33]2([CH3:36])[CH2:34][CH2:35]1.[CH2:45]([O:46][CH2:47][CH3:48])[CH3:49].[CH3:38][CH2:39][CH2:40][CH2:41][CH2:42][CH2:43][CH3:44]>>[OH:9][CH:10]1[CH2:11][CH:12]2[CH2:13][CH2:14][C:15]3=[C:32]([CH2:31][CH2:30][C:29]4([CH3:37])[C:16]3=[CH:17][CH2:18][CH:19]4[CH:20]([CH2:21][c:22]3[cH:23][cH:24][cH:25][cH:26][cH:27]3)[CH3:28])[C:33]2([CH3:36])[CH2:34][CH2:35]1. Conditions: temperature -10 celsius, time 30 minute. Isolated yield 98.1%. As a reaction SMILES: C(O[C:4]([C:6]1[C:7]([N:18]([CH3:23])[CH2:19][CH2:20][C:21]#[N:22])=[N:8][C:9]2[C:14]([CH:15]=1)=[CH:13][C:12]([F:16])=[C:11]([F:17])[CH:10]=2)=[O:5])C.CC([O-])(C)C.[K+].C(O)(=O)C.C(O)C.O>O1CCCC1>[C:21]([CH:20]1[CH2:19][N:18]([CH3:23])[C:7]2[N:8]=[C:9]3[CH:10]=[C:11]([F:17])[C:12]([F:16])=[CH:13][C:14]3=[CH:15][C:6]=2[C:4]1=[O:5])#[N:22] |f:1.2,4.5|. Run in O1CCCC1 (tetrahydrofuran), O1CCCC1 (tetrahydrofuran). Reactants: CC(C)(C)[O-].[K+] (potassium tert-butylate), C(C)O.O (ethanol water), C(C)OC(=O)C=1C(=NC2=CC(=C(C=C2C1)F)F)N(CCC#N)C (3-ethoxycarbonyl-6,7-difluoro-2-[N-methyl-N-(β-cyanoethyl)amino]quinoline), C(C)(=O)O (acetic acid). Product: C(#N)C1C(C=2C=C3C(=NC2N(C1)C)C=C(C(=C3)F)F)=O (3-cyano-7,8-difluoro-1-methyl-4-oxo-1,2,3,4tetrahydrobenzo[b][1,8]naphthyridine). Procedure: A solution of 19.17 g of 3-ethoxycarbonyl-6,7-difluoro-2-[N-methyl-N-(β-cyanoethyl)amino]quinoline in 50 cm3 of tetrahydrofuran is introduced in the course of 60 minutes into a solution, cooled to -10° C., of 8.74 g of potassium tert-butylate in 200 cm 3 of tetrahydrofuran. The suspension obtained is stirred, still at -10° C., for a further 30 minutes. 4 cm3 of glacial acetic acid are then .introduced. The tetrahydrofuran is evaporated off under reduced pressure (20 kPa). The crude reaction mixt... Starting materials: BrCc1ccccc1, CN(C)C=O, [Cl-], [H-], [NH4+], [Na+], O=Cc1cccc2[nH]ccc12. The product is O=Cc1cccc2c1ccn2Cc1ccccc1. As a reaction SMILES: [Br:14][CH2:15][c:16]1[cH:17][cH:18][cH:19][cH:20][cH:21]1.[CH3:24][N:25]([CH3:26])[CH:27]=[O:28].[Cl-:22].[H-:1].[NH4+:23].[Na+:2].[nH:3]1[cH:4][cH:5][c:6]2[c:7]([CH:12]=[O:13])[cH:8][cH:9][cH:10][c:11]12>>[n:3]1([CH2:15][c:16]2[cH:17][cH:18][cH:19][cH:20][cH:21]2)[cH:4][cH:5][c:6]2[c:7]([CH:12]=[O:13])[cH:8][cH:9][cH:10][c:11]12. Starting materials: FC1=CC=C(C=C1)C1=NN(C=C1C=1C=CC=2N(C1)C(=CN2)C2=CC=C(C=C2)O)C(C2=CC=CC=C2)(C2=CC=CC=C2)C2=CC=CC=C2 (4-{6-[3-(4-fluorophenyl)-1-trityl-1H-4-pyrazolyl]imidazo[1,2-a]pyridin-3-yl}phenol), BrCCCCCCC(=O)OCC (ethyl 7-bromoheptanoate), I(=O)(=O)[O-].[Na+] (sodium iodate), C([O-])([O-])=O.[K+].[K+] (potassium carbonate). Solvent: O (water), C(C)(=O)OCC (Ethyl acetate), CN(C=O)C (N,N-dimethylformamide). Reaction conditions: temperature 80 celsius, time 8 hour. Product: FC1=CC=C(C=C1)C1=NN(C=C1C=1C=CC=2N(C1)C(=CN2)C2=CC=C(OCCCCCCC(=O)OCC)C=C2)C(C2=CC=CC=C2)(C2=CC=CC=C2)C2=CC=CC=C2 (Ethyl 7-(4-{6-[3-(4-fluorophenyl)-1-trityl-1H-pyrazol-4-yl]imidazo[1,2-a]pyridin-3-yl}phenoxy)heptanoate). The yield is 62.6%. As a reaction SMILES: [F:1][C:2]1[CH:7]=[CH:6][C:5]([C:8]2[C:12]([C:13]3[CH:14]=[CH:15][C:16]4[N:17]([C:19]([C:22]5[CH:27]=[CH:26][C:25]([OH:28])=[CH:24][CH:23]=5)=[CH:20][N:21]=4)[CH:18]=3)=[CH:11][N:10]([C:29]([C:42]3[CH:47]=[CH:46][CH:45]=[CH:44][CH:43]=3)([C:36]3[CH:41]=[CH:40][CH:39]=[CH:38][CH:37]=3)[C:30]3[CH:35]=[CH:34][CH:33]=[CH:32][CH:31]=3)[N:9]=2)=[CH:4][CH:3]=1.Br[CH2:49][CH2:50][CH2:51][CH2:52][CH2:53][CH2:54][C:55]([O:57][CH2:58][CH3:59])=[O:56].I([O-])(=O)=O.[Na+].C(=O)([O-])[O-].[K+].[K+]>O.C(OCC)(=O)C.CN(C)C=O>[F:1][C:2]1[CH:3]=[CH:4][C:5]([C:8]2[C:12]([C:13]3[CH:14]=[CH:15][C:16]4[N:17]([C:19]([C:22]5[CH:27]=[CH:26][C:25]([O:28][CH2:49][CH2:50][CH2:51][CH2:52][CH2:53][CH2:54][C:55]([O:57][CH2:58][CH3:59])=[O:56])=[CH:24][CH:23]=5)=[CH:20][N:21]=4)[CH:18]=3)=[CH:11][N:10]([C:29]([C:42]3[CH:43]=[CH:44][CH:45]=[CH:46][CH:47]=3)([C:36]3[CH:37]=[CH:38][CH:39]=[CH:40][CH:41]=3)[C:30]3[CH:35]=[CH:34][CH:33]=[CH:32][CH:31]=3)[N:9]=2)=[CH:6][CH:7]=1 |f:2.3,4.5.6|. Procedure: A mixture of 200 mg 4-{6-[3-(4-fluorophenyl)-1-trityl-1H-4-pyrazolyl]imidazo[1,2-a]pyridin-3-yl}phenol (compound in Example 14), 232 mg ethyl 7-bromoheptanoate, 6 mg sodium iodate, 68 mg potassium carbonate, and 15 mL N,N-dimethylformamide was stirred overnight at 80° C. Ethyl acetate and water were added to the reaction solution, and the organic layer was separated, then washed with water, an aqueous saturated sodium thiosulfate, an aqueous solution of sodium chloride (×2) and brine, and dried ... Reactants: Cl[C@@H]1[C@H](C\C=C/CCCC(=O)O)[C@H]([C@@H](C1)OC1OCCCC1)\C=C\[C@H](C(CC=C(C)C)C)OC1OCCCC1 ((5Z,13E)-(8R,9S,11R,12R,15S,16RS)-9-chloro-11,15-bis(tetrahydropyran-2-yloxy)-16,19-dimethyl-5,13,18-prostatrienoic acid), C1(=CC=C(C=C1)S(=O)(=O)O)C.N1=CC=CC=C1 (pyridine p-toluenesulfonate). The solvent is C(Cl)Cl (methylene chloride), C(C)O (ethanol). Reaction conditions: time 5 day. Yields the product Cl[C@@H]1[C@H](C\C=C/CCCC(=O)O)[C@H]([C@@H](C1)O)\C=C\[C@H](C(CC=C(C)C)C)O ((5Z,13E)-(8R,9S,11R,12R,15S,16RS)-9-Chloro-11,15-dihydroxy-16,19-dimethyl-5,13,18-prostatrienoic Acid). Yield: 42.0%. As a reaction SMILES: [Cl:1][C@H:2]1[CH2:15][C@@H:14]([O:16]C2CCCCO2)[C@H:13](/[CH:23]=[CH:24]/[C@@H:25]([O:33]C2CCCCO2)[CH:26]([CH3:32])[CH2:27][CH:28]=[C:29]([CH3:31])[CH3:30])[C@H:3]1[CH2:4]/[CH:5]=[CH:6]\[CH2:7][CH2:8][CH2:9][C:10]([OH:12])=[O:11].C1(C)C=CC(S(O)(=O)=O)=CC=1.N1C=CC=CC=1>C(O)C.C(Cl)Cl>[Cl:1][C@H:2]1[CH2:15][C@@H:14]([OH:16])[C@H:13](/[CH:23]=[CH:24]/[C@@H:25]([OH:33])[CH:26]([CH3:32])[CH2:27][CH:28]=[C:29]([CH3:30])[CH3:31])[C@H:3]1[CH2:4]/[CH:5]=[CH:6]\[CH2:7][CH2:8][CH2:9][C:10]([OH:12])=[O:11] |f:1.2|. Reported procedure: A solution of 144 mg of (5Z,13E)-(8R,9S,11R,12R,15S,16RS)-9-chloro-11,15-bis(tetrahydropyran-2-yloxy)-16,19-dimethyl-5,13,18-prostatrienoic acid in 2 ml of absolute ethanol was combined with 6.4 mg of pyridine p-toluenesulfonate and agitated for 5 days at room temperature under argon. The reaction mixture was then diluted with 100 ml of methylene chloride, washed twice with saturated sodium chloride solution, dried over magnesium sulfate, and evaporated to dryness under vacuum. The residue was p...